Dataset: the Open Reaction Database (ORD), a public repository of structured organic reaction records. Task: describe an organic reaction: reactants, conditions, products, and yield Starting materials: ClC1=CC=C(CNC(=O)C=2C(C3=C(NC2)C=C(S3)CO)=O)C=C1 (N-(4-chlorobenzyl)-2-(hydroxymethyl)-7-oxo-4,7-dihydrothieno[3,2-b]pyridine-6-carboxamide), C([O-])([O-])=O.[K+].[K+] (potassium carbonate), ClCC(=O)N(C)OC (2-chloro-N-methoxy-N-methylacetamide). Solvent: CN(C)C=O (DMF), O (water). Conditions: time 48 hour. Product: ClC1=CC=C(CNC(=O)C=2C(C3=C(N(C2)CC(=O)N(C)OC)C=C(S3)CO)=O)C=C1 (N-(4-chlorobenzyl)-2-(hydroxymethyl)-4-{2-[methoxy(methyl)amino]-2-oxoethyl}-7-oxo-4,7-dihydrothieno[3,2-b]pyridine-6-carboxamide). The yield is 69.5%. RXN SMILES: [Cl:1][C:2]1[CH:23]=[CH:22][C:5]([CH2:6][NH:7][C:8]([C:10]2[C:11](=[O:21])[C:12]3[S:18][C:17]([CH2:19][OH:20])=[CH:16][C:13]=3[NH:14][CH:15]=2)=[O:9])=[CH:4][CH:3]=1.C(=O)([O-])[O-].[K+].[K+].Cl[CH2:31][C:32]([N:34]([O:36][CH3:37])[CH3:35])=[O:33]>CN(C=O)C.O>[Cl:1][C:2]1[CH:3]=[CH:4][C:5]([CH2:6][NH:7][C:8]([C:10]2[C:11](=[O:21])[C:12]3[S:18][C:17]([CH2:19][OH:20])=[CH:16][C:13]=3[N:14]([CH2:31][C:32]([N:34]([O:36][CH3:37])[CH3:35])=[O:33])[CH:15]=2)=[O:9])=[CH:22][CH:23]=1 |f:1.2.3|. Reported procedure: A mixture of N-(4-chlorobenzyl)-2-(hydroxymethyl)-7-oxo-4,7-dihydrothieno[3,2-b]pyridine-6-carboxamide (100 mg, 0.288 mmol), potassium carbonate (60 mg, 0.43 mmol) and 2-chloro-N-methoxy-N-methylacetamide (200 mg) in DMF (1.5 mL) was shaken at room temp. for 48 hrs. The mixture was diluted with water (5 mL), and the resulting solid was collected by filtration. The crude solid was recrystallized from aq. ethanol to afford title compound (90 mg). The title compound is also a compound of formula I. Starting materials: CC=1C=CC(=C(N)C1)[N+](=O)[O-] (5-methyl-2-nitroaniline), BrC(C(=O)OCC)C (ethyl bromopropionate), C([O-])([O-])=O.[K+].[K+] (potassium carbonate). Run in CN(C=O)C (N,N-dimethylformamide). Conditions: temperature 150 celsius, time 4 hour. The product is C(C)OC(=O)CCNC1=C(C=CC(=C1)C)[N+](=O)[O-] (N-(2-ethoxycarbonylethyl)-5-methyl-2-nitroaniline). Yield: 56.9%. RXN SMILES: [CH3:1][C:2]1[CH:3]=[CH:4][C:5]([N+:9]([O-:11])=[O:10])=[C:6]([CH:8]=1)[NH2:7].Br[CH:13]([CH3:19])[C:14]([O:16][CH2:17][CH3:18])=[O:15].C(=O)([O-])[O-].[K+].[K+]>CN(C)C=O>[CH2:17]([O:16][C:14]([CH2:13][CH2:19][NH:7][C:6]1[CH:8]=[C:2]([CH3:1])[CH:3]=[CH:4][C:5]=1[N+:9]([O-:11])=[O:10])=[O:15])[CH3:18] |f:2.3.4|. Procedure details: A mixture of 5-methyl-2-nitroaniline (3.00 g), ethyl bromopropionate (5.35 g) and potassium carbonate (8.18 g) in N,N-dimethylformamide (20 ml) was stirred at 150° C. for 4 hours and the suspension was cooled to ambient temperature. After being filtered, the filtrate was diluted with ethyl acetate and the solution was washed successively with saturated sodium bicarbonate aqueous solution and brine. Drying over magnesium sulfate, filtering and the removal of solvents afforded a crude product. The...